This data is from the Open Reaction Database (ORD), a public repository of structured organic reaction records. The task is: describe an organic reaction: reactants, conditions, products, and yield The reactants are COc2ccc1ccccc1c2 (substrate), Cc3ccc(n2cnc1ccccc12)cc3 (effective_coupling_partner). The reagents and catalysts are P(o-tolyl)3. Run at temperature 90 celsius, time 16 hour. Product: Cc5ccc(n4c(c2ccc1ccccc1c2)nc3ccccc34)cc5. Starting materials: NC(C(=O)O)\C=C(\CP(=O)(O)O)/C (E-2-amino-4-methyl-5-phosphono-3-pentenoic acid), Cl (hydrogen chloride), C(C)O (ethanol). Procedure: 2.0 g of E-2-amino-4-methyl-5-phosphono-3-pentenoic acid are placed in 50 ml of ethanol and the whole is saturated with hydrogen chloride gas for21/2 hours at 50°. After concentration, the residue is dissolved in 20 ml of ethanol, 20 ml of propylene oxide are added and the precipitate is filtered off. Recrystallisation from water/ethanol (1:3) yields E-2-amino-4-methyl-5-phosphono-3-pentenoic acid ethyl ester, m.p. 193°-194°. The product is C(C)OC(C(\C=C(\CP(=O)(O)O)/C)N)=O (E-2-amino-4-methyl-5-phosphono-3-pentenoic acid ethyl ester). As a reaction SMILES: [NH2:1][CH:2](/[CH:6]=[C:7](\[CH3:13])/[CH2:8][P:9]([OH:12])([OH:11])=[O:10])[C:3]([OH:5])=[O:4].Cl.[CH2:15](O)[CH3:16]>>[CH2:15]([O:4][C:3](=[O:5])[CH:2]([NH2:1])/[CH:6]=[C:7](\[CH3:13])/[CH2:8][P:9]([OH:12])([OH:11])=[O:10])[CH3:16]. Reactants: C(=O)NC=1SC(=C(N1)C(C(=O)NC1[C@@H]2N(C(=C(CS2)COC(N)=O)C(=O)O)C1=O)=NOC)Br (7-[2-(2-Formamido-5-bromothiazol-4-yl)-2-methoxyiminoacetamido]-3-carbamoyloxymethyl-3-cephem-4-carboxylic acid), Cl (hydrochloric acid). The product is Cl.NC=1SC(=C(N1)C(C(=O)NC1[C@@H]2N(C(=C(CS2)COC(N)=O)C(=O)O)C1=O)=NOC)Br (7-[2-(2-amino-5-bromothiazol-4-yl)-2-methoxyiminoacetamido]-3-carbamoyloxymethyl-3-cephem-4-carboxylic acid hydrochloride). As a reaction SMILES: C([NH:3][C:4]1[S:5][C:6]([Br:33])=[C:7]([C:9](=[N:30][O:31][CH3:32])[C:10]([NH:12][CH:13]2[C:28](=[O:29])[N:15]3[C:16]([C:25]([OH:27])=[O:26])=[C:17]([CH2:20][O:21][C:22](=[O:24])[NH2:23])[CH2:18][S:19][C@H:14]23)=[O:11])[N:8]=1)=O.[ClH:34]>>[ClH:34].[NH2:3][C:4]1[S:5][C:6]([Br:33])=[C:7]([C:9](=[N:30][O:31][CH3:32])[C:10]([NH:12][CH:13]2[C:28](=[O:29])[N:15]3[C:16]([C:25]([OH:27])=[O:26])=[C:17]([CH2:20][O:21][C:22](=[O:24])[NH2:23])[CH2:18][S:19][C@H:14]23)=[O:11])[N:8]=1 |f:2.3|. Procedure: 7-[2-(2-Formamido-5-bromothiazol-4-yl)-2-methoxyiminoacetamido]-3-carbamoyloxymethyl-3-cephem-4-carboxylic acid (syn isomer, 0.9 g.) was treated with conc. hydrochloric acid (0.34 ml.) in a similar manner to that of Example 1-(2) to give 7-[2-(2-amino-5-bromothiazol-4-yl)-2-methoxyiminoacetamido]-3-carbamoyloxymethyl-3-cephem-4-carboxylic acid hydrochloride (syn isomer, 850 mg.). The reactants are C(C1=CC=CC=C1)(=O)OC1=CC2=C(N=C(O2)C)C=C1 (2-methyl-1,3-benzoxazol-6-yl benzoate), FC(C(=O)O)(F)F.O (trifluoroacetic acid water). Run in C(=O)(O)[O-].[Na+] (NaHCO3), mixture. Conditions: time 16 hour. Product: C(C1=CC=CC=C1)(=O)OC1=CC(=C(C=C1)NC(C)=O)O (4-(Acetylamino)-3-hydroxyphenyl benzoate). Reaction SMILES: [C:1]([O:9][C:10]1[CH:19]=[CH:18][C:13]2[N:14]=[C:15]([CH3:17])[O:16][C:12]=2[CH:11]=1)(=[O:8])[C:2]1[CH:7]=[CH:6][CH:5]=[CH:4][CH:3]=1.FC(F)(F)C(O)=[O:23].O>C([O-])(O)=O.[Na+]>[C:1]([O:9][C:10]1[CH:19]=[CH:18][C:13]([NH:14][C:15](=[O:23])[CH3:17])=[C:12]([OH:16])[CH:11]=1)(=[O:8])[C:2]1[CH:7]=[CH:6][CH:5]=[CH:4][CH:3]=1 |f:1.2,3.4|. Procedure: To a solution of 2-methyl-1,3-benzoxazol-6-yl benzoate (5.05 g, 20 mmol) in THE (100 mL) a mixture trifluoroacetic acid/water (4 ml/10 mL) was added. The reaction mixture was stirred at room temperature for 16 h, then saurated aqueous NaHCO3 (150 mL) was added. The mixture was extracted with ethyl acetate (150 mL), dried over Na2SO4, filtered and concentrated in vacuo to give the subtitled compound.